From a dataset of the Open Reaction Database (ORD), a public repository of structured organic reaction records. describe an organic reaction: reactants, conditions, products, and yield Reactants: Oc1cc(Br)c2c(c1)CCCC2, CI, CC(C)=O, [K+], [K+], O=C([O-])[O-]. Yields the product COc1cc(Br)c2c(c1)CCCC2. As a reaction SMILES: [Br:1][c:2]1[cH:3][c:4]([OH:12])[cH:5][c:6]2[c:11]1[CH2:10][CH2:9][CH2:8][CH2:7]2.[CH3:19][I:20].[CH3:21][C:22](=[O:23])[CH3:24].[K+:13].[K+:14].[O-:15][C:16]([O-:17])=[O:18]>>[Br:1][c:2]1[cH:3][c:4]([O:12][CH3:16])[cH:5][c:6]2[c:11]1[CH2:10][CH2:9][CH2:8][CH2:7]2. Starting materials: C(C)(=O)C1(CC=CC=C1)C1=NNC2=CC=C(C=C12)NC(=O)C1=NC=CC=C1 (N-(1-acetyl-3-phenyl(1H-indazole-5-yl))-2-pyridylcarboxamide), N (ammonia). Solvent: CO (methanol). Conditions: temperature 70 celsius. The product is C1(=CC=CC=C1)C1=NNC2=CC=C(C=C12)NC(=O)C1=NC=CC=C1 (N-(3-Phenyl(1H-indazole-5-yl))-2-pyridylcarboxamide). Yield: 68.9%. As a reaction SMILES: C([C:4]1([C:10]2[C:18]3[C:13](=[CH:14][CH:15]=[C:16]([NH:19][C:20]([C:22]4[CH:27]=[CH:26][CH:25]=[CH:24][N:23]=4)=[O:21])[CH:17]=3)[NH:12][N:11]=2)[CH:9]=[CH:8][CH:7]=[CH:6][CH2:5]1)(=O)C.N>CO>[C:4]1([C:10]2[C:18]3[C:13](=[CH:14][CH:15]=[C:16]([NH:19][C:20]([C:22]4[CH:27]=[CH:26][CH:25]=[CH:24][N:23]=4)=[O:21])[CH:17]=3)[NH:12][N:11]=2)[CH:5]=[CH:6][CH:7]=[CH:8][CH:9]=1. Reported procedure: N-(1-acetyl-3-phenyl(1H-indazole-5-yl))-2-pyridylcarboxamide (364 mg, 1.02 mmol) was added to 0.3% ammonia in methanol (7 mL). The mixture was heated to 70° C. for 3 hours. The resulting precipitate was filtered and dried to give the title compound (221 mg, 71% yield). 1H NMR (DMSO-d6) δ 13.20 (br s, 1H), 10.75 (s, 1H), 8.72 (d, 2H), 8.16 (d, 1H), 8.05 (m, 1H), 7.94 (t, 3H), 7.66 (m, 1H), 7.53 (q, 3H), 7.38 (t, 1H). ES-MS (m/z) 315 [M+1]+. Yields the product O=C(Nc1ccc(Cl)cc1)NC(F)(F)F. Reaction SMILES: [CH3:16][c:17]1[cH:18][cH:19][cH:20][cH:21][cH:22]1.[F:9][C:10]([F:11])([F:12])[N:13]=[C:14]=[O:15].[NH2:1][c:2]1[cH:3][cH:4][c:5]([Cl:6])[cH:7][cH:8]1>>[NH:1]([c:2]1[cH:3][cH:4][c:5]([Cl:6])[cH:7][cH:8]1)[C:14]([NH:13][C:10]([F:9])([F:11])[F:12])=[O:15]. Starting materials: Cc1ccccc1, O=C=NC(F)(F)F, Nc1ccc(Cl)cc1. The reactants are ClC1=NC=C(C=N1)Br (2-chloro-5-bromopyrimidine), Cl.CN (methylamine hydrochloride), C(C)(C)N(CC)C(C)C (diisopropylethylamine). Run in C(C)#N (acetonitrile). The product is BrC=1C=NC(=NC1)NC (5-bromo-N-methylpyrimidin-2-amine). As a reaction SMILES: Cl[C:2]1[N:7]=[CH:6][C:5]([Br:8])=[CH:4][N:3]=1.Cl.CN.[CH:12]([N:15](C(C)C)CC)(C)C>C(#N)C>[Br:8][C:5]1[CH:4]=[N:3][C:2]([NH:15][CH3:12])=[N:7][CH:6]=1 |f:1.2|. Procedure details: A mixture of 2-chloro-5-bromopyrimidine (2.5 g, 13 mmol), methylamine hydrochloride (7.9 g, 116 mmol), and diisopropylethylamine (18 mL, 103 mmol) in 43 mL acetonitrile was heated in a sealed vessel for 16 h. The reaction was partitioned between EtOAc and water. The organic layer was washed once with brine, dried over anhydrous sodium sulfate, filtered, and concentrated to give 5-bromo-N-methylpyrimidin-2-amine. MS m/z=188 [M+H]+. Calc'd for C5H6BrN3: 187. The reactants are BrC1=C(C=C(C=C1)C(C)=O)C (1-(4-bromo-3-methylphenyl)ethanone), CC1=CC=C(C=C1)S(=O)(=O)NN (4-methylbenzenesulphonic acid hydrazide), 4A. Run in C(C)O (ethanol). Reaction conditions: time 5 hour. The product is BrC1=C(C=C(C=C1)C=1N=NSC1)C (4-(4-Bromo-3-methylphenyl)-1,2,3-thiadiazole). Yield: 27.9%. Reaction SMILES: [Br:1][C:2]1[CH:7]=[CH:6][C:5]([C:8](=O)[CH3:9])=[CH:4][C:3]=1[CH3:11].CC1C=CC([S:19]([NH:22][NH2:23])(=O)=O)=CC=1>C(O)C>[Br:1][C:2]1[CH:7]=[CH:6][C:5]([C:8]2[N:23]=[N:22][S:19][CH:9]=2)=[CH:4][C:3]=1[CH3:11]. Reported procedure: A mixture of 1-(4-bromo-3-methylphenyl)ethanone (500 mg) and 4-methylbenzenesulphonic acid hydrazide (437 mg) was heated to reflux in ethanol (15 ml) containing a few 4A molecular sieves for 5 h. On cooling, colourless needles were formed, which were collected by filtration (577 mg). 300 mg of this intermediate hydrazone were dissolved in thionyl chloride (2 ml) and was stirred at 20° for 5 h. The mixture was neutralised with 2N sodium carbonate (40 ml) and extracted with ethyl acetate (2×30 ml)... Starting materials: [Na] (sodium), C(C)O (ethanol), [Na] (sodium), ClC1=C(C(OC2=CC=CC=C12)C1=CC=CC=C1)C=O (4-chloro-3-formyl-flav-3-ene). Run in O (water). Conditions: temperature 40 celsius, time 30 minute. Product: C(C)OC1=C(C(OC2=CC=CC=C12)C1=CC=CC=C1)C=O (4-ethoxy-3-formyl-flav-3-ene). Reaction SMILES: [Na].[CH2:2]([OH:4])[CH3:3].Cl[C:6]1[C:15]2[C:10](=[CH:11][CH:12]=[CH:13][CH:14]=2)[O:9][CH:8]([C:16]2[CH:21]=[CH:20][CH:19]=[CH:18][CH:17]=2)[C:7]=1[CH:22]=[O:23]>O>[CH2:2]([O:4][C:6]1[C:15]2[C:10](=[CH:11][CH:12]=[CH:13][CH:14]=2)[O:9][CH:8]([C:16]2[CH:21]=[CH:20][CH:19]=[CH:18][CH:17]=2)[C:7]=1[CH:22]=[O:23])[CH3:3] |^1:0|. Reported procedure: 1.7 g sodium is allowed to react with 150 ml absolute ethanol. After complete disappearance of sodium, one adds 13.5 g 4-chloro-3-formyl-flav-3-ene. After stirring 30 minutes at 40° C., 300 ml of water is added and a precipitate is formed, filtered, washed with water and dried. The solid is crystallized in hexane. Pure 4-ethoxy-3-formyl-flav-3-ene is obtained as yellow crystals; m.p. 80°-82° C. The reactants are COC(C[C@@H](CC(=O)O)C)=O (3-(R)-methylglutaric acid mono methyl ester), O (water), solution, CSC.B (borane dimethylsulfide). Run in O1CCCC1 (tetrahydrofuran), O1CCCC1 (tetrahydrofuran). Conditions: time 8 hour. Product: C[C@@H](CC(=O)OC)CCO (methyl 3-(R)-methyl-5-hydroxypentanoate). Reaction SMILES: [CH3:1][O:2][C:3](=[O:11])[CH2:4][C@H:5]([CH3:10])[CH2:6][C:7](O)=[O:8].CSC.B.O>O1CCCC1>[CH3:10][C@H:5]([CH2:6][CH2:7][OH:8])[CH2:4][C:3]([O:2][CH3:1])=[O:11] |f:1.2|. Procedure details: To 114 g. of 3-(R)-methylglutaric acid mono methyl ester in 715 ml. of dry tetrahydrofuran cooled to 0° C. was added slowly 391 ml. of 2M solution of borane dimethylsulfide in tetrahydrofuran. After the addition was complete the reaction mixture was stirred overnight at room temperature. The reaction was cooled and 50 ml. of water slowly added. The reaction was extracted (3×100 ml.) with ether and the extracts combined, washed with water, a saturated sodium bicarbonate solution and a brine solut...